From a dataset of the Open Reaction Database (ORD), a public repository of structured organic reaction records. describe an organic reaction: reactants, conditions, products, and yield Reactants: CO, CCOC(=O)c1nn(-c2ccc(OOSN)cc2)c2c1CCc1ccc([N+](=O)[O-])cc1-2, [NH4+], [OH-]. The product is NSOOc1ccc(-n2nc(C(N)=O)c3c2-c2cc([N+](=O)[O-])ccc2CC3)cc1. Reaction SMILES: [CH3:34][OH:35].[NH2:1][S:2][O:3][O:4][c:5]1[cH:6][cH:7][c:8](-[n:11]2[n:12][c:13]([C:27]([O:29][CH2:28][CH3:30])=[O:31])[c:14]3[c:19]2-[c:18]2[c:17]([cH:23][cH:22][c:21]([N+:24](=[O:25])[O-:26])[cH:20]2)[CH2:16][CH2:15]3)[cH:9][cH:10]1.[NH4+:32].[OH-:33]>>[NH2:1][S:2][O:3][O:4][c:5]1[cH:6][cH:7][c:8](-[n:11]2[n:12][c:13]([C:27](=[O:29])[NH2:32])[c:14]3[c:19]2-[c:18]2[c:17]([cH:23][cH:22][c:21]([N+:24](=[O:25])[O-:26])[cH:20]2)[CH2:16][CH2:15]3)[cH:9][cH:10]1.